Dataset: the Open Reaction Database (ORD), a public repository of structured organic reaction records. Task: describe an organic reaction: reactants, conditions, products, and yield Product: BrC=1C=CC(=NC1OC)CO ((5-Bromo-6-methoxy-pyridin-2-yl)-methanol). RXN SMILES: [Br:1][C:2]1[CH:3]=[CH:4][C:5]([CH2:10]C(OC)=O)=[N:6][C:7]=1[O:8][CH3:9].C([O-])(O)=[O:16].[Na+]>CO>[Br:1][C:2]1[CH:3]=[CH:4][C:5]([CH2:10][OH:16])=[N:6][C:7]=1[O:8][CH3:9] |f:1.2|. Procedure: step d—A solution of 52c (0.060 g), 5% aq. NaHCO3 (2 mL) and MeOH (2 mL) was heated at reflux for 2 h. The reaction mixture was partitioned between H2O and EtOAc and the combined EtOAc extracts were dried, filtered and evaporated in vacuo. The crude product was purified by SiO2 chromatography eluting with 25% EtOAc/hexane to afford 50a. Reactants: BrC=1C=CC(=NC1OC)CC(=O)OC (methyl 5-bromo-6-methoxy-pyridin-2-yl-acetate), C(=O)(O)[O-].[Na+] (NaHCO3). Run in CO (MeOH).